Dataset: the Open Reaction Database (ORD), a public repository of structured organic reaction records. Task: describe an organic reaction: reactants, conditions, products, and yield Reactants: COc1ccc(CN2CCN(Cc3ccc(N)cn3)CC2)cc1, CO, COc1cc(OC)c(Cl)c(-c2ccc(C(=O)O)c3ncccc23)c1Cl, ClCCl. Yields the product COc1ccc(CN2CCN(Cc3ccc(NC(=O)c4ccc(-c5c(Cl)c(OC)cc(OC)c5Cl)c5cccnc45)cn3)CC2)cc1. RXN SMILES: [CH3:26][O:27][c:28]1[cH:29][cH:30][c:31]([CH2:32][N:33]2[CH2:34][CH2:35][N:36]([CH2:39][c:40]3[cH:41][cH:42][c:43]([NH2:46])[cH:44][n:45]3)[CH2:37][CH2:38]2)[cH:47][cH:48]1.[CH3:52][OH:53].[Cl:1][c:2]1[c:3](-[c:13]2[c:14]3[cH:15][cH:16][cH:17][n:18][c:19]3[c:20]([C:23](=[O:24])[OH:25])[cH:21][cH:22]2)[c:4]([Cl:12])[c:5]([O:10][CH3:11])[cH:6][c:7]1[O:8][CH3:9].[Cl:49][CH2:50][Cl:51]>>[Cl:1][c:2]1[c:3](-[c:13]2[c:14]3[cH:15][cH:16][cH:17][n:18][c:19]3[c:20]([C:23](=[O:24])[NH:46][c:43]3[cH:42][cH:41][c:40]([CH2:39][N:36]4[CH2:35][CH2:34][N:33]([CH2:32][c:31]5[cH:30][cH:29][c:28]([O:27][CH3:26])[cH:48][cH:47]5)[CH2:38][CH2:37]4)[n:45][cH:44]3)[cH:21][cH:22]2)[c:4]([Cl:12])[c:5]([O:10][CH3:11])[cH:6][c:7]1[O:8][CH3:9]. Starting materials: [BH4-], CO, Cc1ccc(-n2nc3c(cc2=O)CCCc2sc(C=O)cc2-3)cc1, Cl, [Na+]. Product: Cc1ccc(-n2nc3c(cc2=O)CCCc2sc(CO)cc2-3)cc1. As a reaction SMILES: [BH4-:25].[CH3:28][OH:29].[CH:1](=[O:2])[c:3]1[cH:4][c:5]2[c:6]([s:24]1)[CH2:7][CH2:8][CH2:9][c:10]1[c:11]-2[n:12][n:13](-[c:17]2[cH:18][cH:19][c:20]([CH3:23])[cH:21][cH:22]2)[c:14](=[O:16])[cH:15]1.[ClH:27].[Na+:26]>>[CH2:1]([OH:2])[c:3]1[cH:4][c:5]2[c:6]([s:24]1)[CH2:7][CH2:8][CH2:9][c:10]1[c:11]-2[n:12][n:13](-[c:17]2[cH:18][cH:19][c:20]([CH3:23])[cH:21][cH:22]2)[c:14](=[O:16])[cH:15]1. Reactants: C, CCOC(=O)CC(O)(Cc1cccc(OC)c1)c1ccccc1, CC(=O)O, [Pd]. Yields the product CCOC(=O)CC(Cc1cccc(OC)c1)c1ccccc1. As a reaction SMILES: [C:24].[CH3:1][O:2][c:3]1[cH:4][c:5]([CH2:9][C:10]([CH2:11][C:12](=[O:13])[O:14][CH2:15][CH3:16])([OH:17])[c:18]2[cH:19][cH:20][cH:21][cH:22][cH:23]2)[cH:6][cH:7][cH:8]1.[CH3:26][C:27](=[O:28])[OH:29].[Pd:25]>>[CH3:1][O:2][c:3]1[cH:4][c:5]([CH2:9][CH:10]([CH2:11][C:12](=[O:13])[O:14][CH2:15][CH3:16])[c:18]2[cH:19][cH:20][cH:21][cH:22][cH:23]2)[cH:6][cH:7][cH:8]1. Reactants: CC1=CC=C2C=CNC2=C1 (6-Methylindole), [H-].[Na+] (sodium hydride), N1=C(C=CC=C1)S(=O)(=O)Cl (Pyridine-2-sulfonyl chloride). Run in C1CCOC1 (THF). Reaction conditions: time 15 minute. Yields the product CC1=CC=C2C=CN(C2=C1)S(=O)(=O)C1=NC=CC=C1 (6-Methyl-1-(pyridin-2-ylsulfonyl)-1H-indole). The yield is 57.7%. As a reaction SMILES: [CH3:1][C:2]1[CH:10]=[C:9]2[C:5]([CH:6]=[CH:7][NH:8]2)=[CH:4][CH:3]=1.[H-].[Na+].[N:13]1[CH:18]=[CH:17][CH:16]=[CH:15][C:14]=1[S:19](Cl)(=[O:21])=[O:20]>C1COCC1>[CH3:1][C:2]1[CH:10]=[C:9]2[C:5]([CH:6]=[CH:7][N:8]2[S:19]([C:14]2[CH:15]=[CH:16][CH:17]=[CH:18][N:13]=2)(=[O:21])=[O:20])=[CH:4][CH:3]=1 |f:1.2|. Procedure: 6-Methylindole (42) (7.34 g, 56.0 mmol) was added in portions to a mixture of sodium hydride (3.36 g, 84.0 mmol) in THF (80 mL) at 0° C. After 15 min, pyridine-2-sulfonyl chloride (43) (10.0 g, 56.0 mmol) was added, and the reaction was allowed to warm to rt and stirred overnight under N2. The reaction mixture was then quenched with ice water and extracted with EtOAc. The organic layers were combined, dried over MgSO4, and concentrated in vacuo. The crude product was purified by flash column chr... Reactants: ClC1=C(N)C(=CC=C1)Cl (2,6-dichloroaniline), C(CCCCCCCCCCC)(=O)[O-].C(CCCCCCCCCCC)(=O)[O-].C(CCC)[Sn+2]CCCC (dibutyltin dilaurate), CS(=O)(=O)N=C=O (methanesulfonylisocyanate). Reagents/catalysts: C(C)N(CC)CC (triethylamine). Run in C1=CC=CC=C1 (benzene), C1=CC=CC=C1 (benzene). Conditions: time 3 day. Yields the product ClC1=C(C(=CC=C1)Cl)NC(=O)NS(=O)(=O)C (1-(2,6-dichlorophenyl)-3-methanesulfonylurea). Reaction SMILES: [Cl:1][C:2]1[CH:8]=[CH:7][CH:6]=[C:5]([Cl:9])[C:3]=1[NH2:4].C([O-])(=O)CCCCCCCCCCC.C([O-])(=O)CCCCCCCCCCC.C([Sn+2]CCCC)CCC.[CH3:47][S:48]([N:51]=[C:52]=[O:53])(=[O:50])=[O:49]>C1C=CC=CC=1.C(N(CC)CC)C>[Cl:1][C:2]1[CH:8]=[CH:7][CH:6]=[C:5]([Cl:9])[C:3]=1[NH:4][C:52]([NH:51][S:48]([CH3:47])(=[O:50])=[O:49])=[O:53] |f:1.2.3|. Reported procedure: A solution was prepared containing 3.2 g (0.02 mole) of 2,6-dichloroaniline in 30 ml benzene, and one drop each of triethylamine and dibutyltin dilaurate. A second solution of 2.4 g (0.02 mole) of methanesulfonylisocyanate in 6 ml of benzene was added to the first solution. The temperature of the reaction mixture was allowed to rise to 35° C. The mixture was then allowed to stand for three days. Starting materials: CC(C)(C)C(=O)OCn1ccc2c(-c3cn[nH]c3)ncnc21, O=CC=CC1CCCC1, ClC(Cl)Cl, O=C(O)c1ccc([N+](=O)[O-])cc1. Product: CC(C)(C)C(=O)OCn1ccc2c(-c3cnn(C(CC=O)C4CCCC4)c3)ncnc21. RXN SMILES: [C:26]([C:27]([CH3:28])([CH3:29])[CH3:30])(=[O:31])[O:32][CH2:33][n:34]1[cH:35][cH:36][c:37]2[c:38]1[n:39][cH:40][n:41][c:42]2-[c:43]1[cH:44][n:45][nH:46][cH:47]1.[CH:1]1([CH:6]=[CH:7][CH:8]=[O:9])[CH2:2][CH2:3][CH2:4][CH2:5]1.[CH:22]([Cl:23])([Cl:24])[Cl:25].[OH:10][C:11]([c:12]1[cH:13][cH:14][c:15]([N+:16](=[O:17])[O-:18])[cH:19][cH:20]1)=[O:21]>>[CH:1]1([CH:6]([CH2:7][CH:8]=[O:9])[n:46]2[n:45][cH:44][c:43](-[c:42]3[c:37]4[cH:36][cH:35][n:34]([CH2:33][O:32][C:26]([C:27]([CH3:28])([CH3:29])[CH3:30])=[O:31])[c:38]4[n:39][cH:40][n:41]3)[cH:47]2)[CH2:2][CH2:3][CH2:4][CH2:5]1. The reactants are N (ammonia), C(=S)(Cl)Cl (Thiophosgene), NC1=CN=C(C2=C(C=C(C=C12)OC)OC)CN1C(C2=CC=CC=C2C1=O)=O (2-(4-Amino-6,8-dimethoxy-isoquinolin-1-ylmethyl)-isoindole-1,3-dione), CCN(C(C)C)C(C)C (DIEA), BrCC(C(=O)O)=O (Bromopyruvic acid). The solvent is C1CCOC1 (THF). Run at time 1 hour. Yields the product O=C1N(C(C2=CC=CC=C12)=O)CC1=NC=C(C2=CC(=CC(=C12)OC)OC)NC=1SC=C(N1)C(=O)O (2-[1-(1,3-Dioxo-1,3-dihydro-isoindol-2-ylmethyl)-6,8-dimethoxy-isoquinolin-4-ylamino]-thiazole-4-carboxylic acid). The yield is 75.0%. As a reaction SMILES: [C:1](Cl)(Cl)=[S:2].[NH2:5][C:6]1[C:15]2[C:10](=[C:11]([O:18][CH3:19])[CH:12]=[C:13]([O:16][CH3:17])[CH:14]=2)[C:9]([CH2:20][N:21]2[C:29](=[O:30])[C:28]3[C:23](=[CH:24][CH:25]=[CH:26][CH:27]=3)[C:22]2=[O:31])=[N:8][CH:7]=1.C[CH2:33][N:34](C(C)C)C(C)C.N.BrC[C:44](=O)[C:45]([OH:47])=[O:46]>C1COCC1>[O:31]=[C:22]1[C:23]2[C:28](=[CH:27][CH:26]=[CH:25][CH:24]=2)[C:29](=[O:30])[N:21]1[CH2:20][C:9]1[C:10]2[C:15](=[CH:14][C:13]([O:16][CH3:17])=[CH:12][C:11]=2[O:18][CH3:19])[C:6]([NH:5][C:33]2[S:2][CH:1]=[C:44]([C:45]([OH:47])=[O:46])[N:34]=2)=[CH:7][N:8]=1. Reported procedure: Thiophosgene (146 μL, 1.92 mmol) was added to a solution of Example 45C (580 mg, 1.6 mmol) and DIEA (670 μL) in THF (10 mL). After stirring for 1 h, the reaction was poured over aqueous ammonia and extracted with EtOAc. Organics were dried (MgSO4) and concentrated. The resulting crude thiourea was dissolved in THF (5 mL). Bromopyruvic acid (320 mg, 1.92 mmol) was added, and the reaction stirred for 2 h. Purification by silica gel chromatography (10% MeOH/CHCl3) gave 590 mg (75%) of the title com...